This data is from the Open Reaction Database (ORD), a public repository of structured organic reaction records. The task is: describe an organic reaction: reactants, conditions, products, and yield Reactants: CN[C@@H]1C[C@H]2O[C@@](C)([C@@H]1OC)n1c3ccccc3c3c4c(c5c6ccccc6n2c5c31)C(=O)NC4 (staurosporine), Cc1nn(C)c(C)c1C=O. The reagents and catalysts are CC(C)[O-].CC(C)[O-].CC(C)[O-].CC(C)[O-].[Ti+4] (Ti(OiPr)4), CC(=O)O (acetic acid), CC(=O)O[BH-](OC(C)=O)OC(C)=O.[Na+] (Sodium triacetoxyborohydride). Run in CN1CCCC1=O (NMP), CN1CCCC1=O (NMP), CN1CCCC1=O (NMP), CN1CCCC1=O (NMP), CN1CCCC1=O (NMP), CN1CCCC1=O (NMP), CN1CCCC1=O (NMP). Run at temperature 22 celsius, time 18 hour. Yields the product CO[C@@H]1[C@@H](C[C@H]2O[C@]1(C)n3c4ccccc4c5c6CNC(=O)c6c7c8ccccc8n2c7c35)N(C)Cc9c(C)nn(C)c9C, CN[C@@H]1C[C@H]2O[C@@](C)([C@@H]1OC)n1c3ccccc3c3c4c(c5c6ccccc6n2c5c31)C(=O)NC4 (Staurosporine), Cc1nn(C)c(C)c1C=O. The reactants are C(C)(=O)O[C@H]1C[C@@H](CC2=CC[C@H]3[C@@H]4CC[C@H]([C@@H](CCCC(C)C)C)[C@]4(CC[C@@H]3[C@@]12C)C)OC(C)=O (1α,3β-diacetoxycholest-5-ene), CCCCCC (hexane), BrN1C(=O)N(C(=O)C1(C)C)Br (1,3-dibromo-5,5-dimethyl hydantoin), CC1=CC(=NC(=C1)C)C (s-collidine). Solvent: C=1(C(=CC=CC1)C)C (Xylene), C=1(C(=CC=CC1)C)C (xylene), C(C)(=O)OCC (ethyl acetate). Conditions: time 20 minute. Yields the product C(C)(=O)O[C@H]1C[C@@H](CC2=CC=C3[C@@H]4CC[C@H]([C@@H](CCCC(C)C)C)[C@]4(CC[C@@H]3[C@@]12C)C)OC(C)=O (1α,3β-diacetoxycholesta-5,7-diene). The yield is 93.8%. As a reaction SMILES: [C:1]([O:4][C@@H:5]1[C@@:29]2([CH3:30])[C:9](=[CH:10][CH2:11][C@@H:12]3[C@@H:28]2[CH2:27][CH2:26][C@@:25]2([CH3:31])[C@H:13]3[CH2:14][CH2:15][C@@H:16]2[C@H:17]([CH3:24])[CH2:18][CH2:19][CH2:20][CH:21]([CH3:23])[CH3:22])[CH2:8][C@@H:7]([O:32][C:33](=[O:35])[CH3:34])[CH2:6]1)(=[O:3])[CH3:2].CCCCCC.BrN1C(C)(C)C(=O)N(Br)C1=O.CC1C=C(C)N=C(C)C=1>C1(C)C(C)=CC=CC=1.C(OCC)(=O)C>[C:1]([O:4][C@@H:5]1[C@@:29]2([CH3:30])[C:9](=[CH:10][CH:11]=[C:12]3[C@@H:28]2[CH2:27][CH2:26][C@@:25]2([CH3:31])[C@H:13]3[CH2:14][CH2:15][C@@H:16]2[C@H:17]([CH3:24])[CH2:18][CH2:19][CH2:20][CH:21]([CH3:22])[CH3:23])[CH2:8][C@@H:7]([O:32][C:33](=[O:35])[CH3:34])[CH2:6]1)(=[O:3])[CH3:2]. Procedure details: A soluton of 1α,3β-diacetoxycholest-5-ene (972 mg, 2 m moles), dry hexane (15 ml) and 1,3-dibromo-5,5-dimethyl hydantoin (343 mg, 1.2 m moles) was reacted at the oil bath temperature of 95° C. under the irradiation of infrared rays for 15 minutes. The reaction mixture was cooled, and the resulting 5,5-dimethyl hydantoin and the excessive 1,3-dibromo-5,5-dimethylhydantoin were removed by filtration. The filtrate was concentrated at reduced pressure to afford a residual product. Xylene (6 ml) was ...